From a dataset of the Open Reaction Database (ORD), a public repository of structured organic reaction records. describe an organic reaction: reactants, conditions, products, and yield Starting materials: C(C)(=O)OCC (ethyl acetate), C[Si]([N-][Si](C)(C)C)(C)C.[K+] (Potassium hexamethyldisilazide), NC(=O)C1=NN(C(=C1NC(C1=C(N=CC(=C1)I)OCCCC)=O)CC)CCOC (N-[3-(aminocarbonyl)-5-ethyl-1-(2-methoxyethyl)-1H-pyrazol-4-yl]-2-butoxy-5-iodonicotinamide). Solvent: C(CCC)O (n-butanol). Product: C(CCC)OC1=NC=C(C=C1C=1NC(C=2C(N1)=C(N(N2)CCOC)CC)=O)I (5-(2-Butoxy-5-iodo-3-pyridinyl)-3-ethyl-2-(2-methoxyethyl)-2,6-dihydro-7H-pyrazolo[4,3-d]pyrimidin-7-one). The yield is 42.3%. As a reaction SMILES: C[Si](C)(C)[N-][Si](C)(C)C.[K+].[NH2:11][C:12]([C:14]1[C:18]([NH:19][C:20](=O)[C:21]2[CH:26]=[C:25]([I:27])[CH:24]=[N:23][C:22]=2[O:28][CH2:29][CH2:30][CH2:31][CH3:32])=[C:17]([CH2:34][CH3:35])[N:16]([CH2:36][CH2:37][O:38][CH3:39])[N:15]=1)=[O:13].C(OCC)(=O)C>C(O)CCC>[CH2:29]([O:28][C:22]1[C:21]([C:20]2[NH:11][C:12](=[O:13])[C:14]3[C:18](=[C:17]([CH2:34][CH3:35])[N:16]([CH2:36][CH2:37][O:38][CH3:39])[N:15]=3)[N:19]=2)=[CH:26][C:25]([I:27])=[CH:24][N:23]=1)[CH2:30][CH2:31][CH3:32] |f:0.1|. Procedure: Potassium hexamethyldisilazide (46 mg, 0.23 mmol) was added to N-[3-(aminocarbonyl)-5-ethyl-1-(2-methoxyethyl)-1H-pyrazol-4-yl]-2-butoxy-5-iodonicotinamide (Preparation 13) (100 mg, 0.19 mmol) in degassed n-butanol (2 mL) and the solution stirred under a nitrogen atmosphere. The reaction was heated at reflux for 9 h and then cooled. The butanol was removed in vacuo and the residue partitioned between dichloromethane and 1N hydrochloric acid. The organic phase was separated and washed with brine,...